Task: describe an organic reaction: reactants, conditions, products, and yield. Dataset: the Open Reaction Database (ORD), a public repository of structured organic reaction records The reactants are [BH4-].[Na+] (sodium tetrahydroborate), ClC1=CC=C(C=N1)C(C)=O (1-(6-chloro-pyridin-3-yl)-ethanone), C(=O)(O)[O-].[Na+] (NaHCO3). Run in CO (methanol). Conditions: time 15 minute. Product: ClC1=CC=C(C=N1)C(C)O (1-(6-Chloropyridin-3-yl)ethanol). Yield: 69.1%. Reaction SMILES: [BH4-].[Na+].[Cl:3][C:4]1[N:9]=[CH:8][C:7]([C:10](=[O:12])[CH3:11])=[CH:6][CH:5]=1.C([O-])(O)=O.[Na+]>CO>[Cl:3][C:4]1[N:9]=[CH:8][C:7]([CH:10]([OH:12])[CH3:11])=[CH:6][CH:5]=1 |f:0.1,3.4|. Reported procedure: Add sodium tetrahydroborate (1.01 g, 26.35 mmol) slowly to a solution of 1-(6-chloro-pyridin-3-yl)-ethanone (10 g, 64.27 mmol) in methanol (100 mL). Stir at RT for 15 min. Pour the reaction mixture into a beaker containing saturated NaHCO3 (40 mL) and then extract between water (100 mL) and DCM (400 mL). Wash the organic layers with saturated aqueous sodium chloride, dry over sodium sulfate and concentrate. Purify by normal phase column chromatography (20% ethyl acetate in hexanes→70% ethyl acet... Reactants: O (Water), BrC(C)C (2-bromopropane), C([O-])([O-])=O.[K+].[K+] (potassium carbonate), FC(OC1=C(C=C(C=C1)C=1OC=C(N1)CCC(=O)C1=C(C=CC=C1)OCC)O)F (3-[2-(4-difluoromethoxy-3-hydroxyphenyl)oxazol-4-yl]-1-(2-ethoxyphenyl)propan-1-one). Run in CN(C=O)C (dimethylformamide), C(C)(=O)OCC (ethyl acetate). Run at time 8 hour. Yields the product FC(OC1=C(C=C(C=C1)C=1OC=C(N1)CCC(=O)C1=C(C=CC=C1)OCC)OC(C)C)F (3-[2-(4-difluoromethoxy-3-isopropoxyphenyl)oxazol-4-yl]-1-(2-ethoxyphenyl)propan-1-one). As a reaction SMILES: [F:1][CH:2]([F:29])[O:3][C:4]1[CH:9]=[CH:8][C:7]([C:10]2[O:11][CH:12]=[C:13]([CH2:15][CH2:16][C:17]([C:19]3[CH:24]=[CH:23][CH:22]=[CH:21][C:20]=3[O:25][CH2:26][CH3:27])=[O:18])[N:14]=2)=[CH:6][C:5]=1[OH:28].Br[CH:31]([CH3:33])[CH3:32].C(=O)([O-])[O-].[K+].[K+].O>CN(C)C=O.C(OCC)(=O)C>[F:29][CH:2]([F:1])[O:3][C:4]1[CH:9]=[CH:8][C:7]([C:10]2[O:11][CH:12]=[C:13]([CH2:15][CH2:16][C:17]([C:19]3[CH:24]=[CH:23][CH:22]=[CH:21][C:20]=3[O:25][CH2:26][CH3:27])=[O:18])[N:14]=2)=[CH:6][C:5]=1[O:28][CH:31]([CH3:33])[CH3:32] |f:2.3.4|. Procedure: A 30 mg quantity of 3-[2-(4-difluoromethoxy-3-hydroxyphenyl)oxazol-4-yl]-1-(2-ethoxyphenyl)propan-1-one obtained in Example 229 was dissolved in 0.5 ml of dimethylformamide. An 18 mg quantity of 2-bromopropane and 30 mg of potassium carbonate were added thereto, and the mixture was stirred at room temperature overnight. Water was added to the reaction mixture, and extraction was performed with ethyl acetate. Drying was performed with anhydrous magnesium sulfate, and the solvent was removed. The ... The reactants are CC1=C(C=CC(=C1)C)N1CCN(CC1)CCN (4-(2,4-dimethylphenyl)piperazin-1-ylethylamine), C1(CCCCC1)C1=CC=C(C=C1)C1=CC(=NN1C1=CC=CC=C1)C=O (5-(4-cyclohexyl phenyl)-1-phenyl pyrazole-3-carbaldehyde). Yields the product C1(CCCCC1)C1=CC=C(C=C1)C1=CC(=NN1C1=CC=CC=C1)CNCCN1CCN(CC1)C1=C(C=C(C=C1)C)C (5-(4-cyclohexyl phenyl)-3-{2-[4-(2,4-dimethylphenyl)piperazin-1-yl]ethyl}aminomethyl-1-phenylpyrazole). Yield: 52.8%. As a reaction SMILES: [CH3:1][C:2]1[CH:7]=[C:6]([CH3:8])[CH:5]=[CH:4][C:3]=1[N:9]1[CH2:14][CH2:13][N:12]([CH2:15][CH2:16][NH2:17])[CH2:11][CH2:10]1.[CH:18]1([C:24]2[CH:29]=[CH:28][C:27]([C:30]3[N:34]([C:35]4[CH:40]=[CH:39][CH:38]=[CH:37][CH:36]=4)[N:33]=[C:32]([CH:41]=O)[CH:31]=3)=[CH:26][CH:25]=2)[CH2:23][CH2:22][CH2:21][CH2:20][CH2:19]1>>[CH:18]1([C:24]2[CH:29]=[CH:28][C:27]([C:30]3[N:34]([C:35]4[CH:40]=[CH:39][CH:38]=[CH:37][CH:36]=4)[N:33]=[C:32]([CH2:41][NH:17][CH2:16][CH2:15][N:12]4[CH2:13][CH2:14][N:9]([C:3]5[CH:4]=[CH:5][C:6]([CH3:8])=[CH:7][C:2]=5[CH3:1])[CH2:10][CH2:11]4)[CH:31]=3)=[CH:26][CH:25]=2)[CH2:19][CH2:20][CH2:21][CH2:22][CH2:23]1. Reported procedure: Compound 34 was prepared using the same method as that of Example 1 except that 4-(2,4-dimethylphenyl)piperazin-1-ylethylamine and 5-(4-cyclohexyl phenyl)-1-phenyl pyrazole-3-carbaldehyde were used. The reactants are COC(=O)C(CC(C)C)N(C(=O)OCC(Cl)(Cl)Cl)c1onc(C)c1-c1ccc(N2CCN(C(=O)OC(C)(C)C)CC2)cc1, C1CCOC1, [K+], O=P([O-])(O)O, [Zn]. Yields the product COC(=O)C(CC(C)C)Nc1onc(C)c1-c1ccc(N2CCN(C(=O)OC(C)(C)C)CC2)cc1. RXN SMILES: [C:1]([CH3:2])([CH3:3])([CH3:4])[O:5][C:6](=[O:7])[N:8]1[CH2:9][CH2:10][N:11]([c:14]2[cH:15][cH:16][c:17](-[c:20]3[c:21]([CH3:43])[n:22][o:23][c:24]3[N:25]([CH:26]([CH2:27][CH:28]([CH3:29])[CH3:30])[C:31](=[O:32])[O:33][CH3:34])[C:35]([O:36][CH2:37][C:38]([Cl:39])([Cl:40])[Cl:41])=[O:42])[cH:18][cH:19]2)[CH2:12][CH2:13]1.[CH2:50]1[O:51][CH2:52][CH2:53][CH2:54]1.[K+:49].[P:44]([O-:45])([OH:46])([OH:47])=[O:48].[Zn:55]>>[C:1]([CH3:2])([CH3:3])([CH3:4])[O:5][C:6](=[O:7])[N:8]1[CH2:9][CH2:10][N:11]([c:14]2[cH:15][cH:16][c:17](-[c:20]3[c:21]([CH3:43])[n:22][o:23][c:24]3[NH:25][CH:26]([CH2:27][CH:28]([CH3:29])[CH3:30])[C:31](=[O:32])[O:33][CH3:34])[cH:18][cH:19]2)[CH2:12][CH2:13]1. The reactants are [N+](=[N-])=C1C(CCCC1=O)=O (2-Diazo-cyclohexane-1,3-dione), C(#N)C=1C=C(N)C=CC1 (3-cyano-aniline). The reagents and catalysts are C(C)(=O)[O-].[Rh+3].C(C)(=O)[O-].C(C)(=O)[O-] (rhodium acetate). Run in C1=CC=CC=C1 (benzene). Run at temperature 80 celsius. The product is OC1=C(C(CCC1)=O)N(C=1C=C(C#N)C=CC1)C1=C(CCCC1=O)O (3-[Bis-(2-hydroxy-6-oxo-cyclohex-1-enyl)-amino]-benzonitrile). As a reaction SMILES: [N+:1](=[C:3]1[C:8](=[O:9])[CH2:7][CH2:6][CH2:5][C:4]1=[O:10])=[N-].[C:11]([C:13]1[CH:14]=[C:15]([CH:17]=[CH:18][CH:19]=1)N)#[N:12]>C1C=CC=CC=1.C([O-])(=O)C.[Rh+3].C([O-])(=O)C.C([O-])(=O)C>[OH:10][C:4]1[CH2:5][CH2:6][CH2:7][C:8](=[O:9])[C:3]=1[N:1]([C:3]1[C:8](=[O:9])[CH2:7][CH2:6][CH2:5][C:4]=1[OH:10])[C:18]1[CH:19]=[C:13]([CH:14]=[CH:15][CH:17]=1)[C:11]#[N:12] |f:3.4.5.6|. Reported procedure: 2-Diazo-cyclohexane-1,3-dione (2 mmoL), prepared by the literature known procedure, 3-cyano-aniline (1 mmoL) and rhodium acetate dimmer (0.01 mmoL) in benzene (10 mL) were heated at 80° C. for 4˜6 hrs. The solid was filtered off and the filtrate was concentrated to give a yellow oil, which was purified by silica gel chromatography to afford the title compound as a white solid.